From a dataset of the Open Reaction Database (ORD), a public repository of structured organic reaction records. describe an organic reaction: reactants, conditions, products, and yield Yields the product COC(=O)CC(=O)c1ccc(F)c(Br)c1. RXN SMILES: [Br:9][c:10]1[cH:11][c:12]([C:17]([CH3:18])=[O:19])[cH:13][cH:14][c:15]1[F:16].[CH3:25][CH2:26][O:27][C:28](=[O:29])[CH3:30].[CH3:3][O:4][C:5](=[O:6])[O:7][CH3:8].[H-:1].[Na+:2].[O:20]1[CH2:21][CH2:22][CH2:23][CH2:24]1>>[C:5](=[O:6])([O:7][CH3:8])[CH2:18][C:17]([c:12]1[cH:11][c:10]([Br:9])[c:15]([F:16])[cH:14][cH:13]1)=[O:19]. The reactants are CC(=O)c1ccc(F)c(Br)c1, CCOC(C)=O, COC(=O)OC, [H-], [Na+], C1CCOC1.